From a dataset of the Open Reaction Database (ORD), a public repository of structured organic reaction records. describe an organic reaction: reactants, conditions, products, and yield Reactants: O=C([O-])[O-], CI, CC(C)=O, [K+], [K+], CC(=O)c1c(C)cc(C)c(C)c1O. Product: COc1c(C)c(C)cc(C)c1C(C)=O. RXN SMILES: [C:14](=[O:15])([O-:16])[O-:17].[CH3:20][I:21].[CH3:22][C:23](=[O:24])[CH3:25].[K+:18].[K+:19].[OH:1][c:2]1[c:3]([C:11]([CH3:12])=[O:13])[c:4]([CH3:10])[cH:5][c:6]([CH3:9])[c:7]1[CH3:8]>>[O:1]([c:2]1[c:3]([C:11]([CH3:12])=[O:13])[c:4]([CH3:10])[cH:5][c:6]([CH3:9])[c:7]1[CH3:8])[CH3:14].